From a dataset of the Open Reaction Database (ORD), a public repository of structured organic reaction records. describe an organic reaction: reactants, conditions, products, and yield Reactants: COC(=O)C=1SC=C(C1)C (4-methyl-2-thiophenecarboxylic acid methyl ester), BrN1C(CCC1=O)=O (N-bromosuccinimide), halogen. Solvent: C(C)(=O)OCC (ethyl acetate), C1=CC=CC=C1 (benzene). Yields the product BrCC=1C=C(SC1)C(=O)OC (4-Bromomethyl-2-thiophenecarboxylic acid, methyl ester). Reaction SMILES: [CH3:1][O:2][C:3]([C:5]1[S:6][CH:7]=[C:8]([CH3:10])[CH:9]=1)=[O:4].[Br:11]N1C(=O)CCC1=O>C1C=CC=CC=1.C(OCC)(=O)C>[Br:11][CH2:10][C:8]1[CH:9]=[C:5]([C:3]([O:2][CH3:1])=[O:4])[S:6][CH:7]=1. Reported procedure: A stirred mixture of 4-methyl-2-thiophenecarboxylic acid methyl ester (0.252 g) (Coll. Czechoslov. Commun. 1958, 23, 452, Synth. Commun. 1994, 24, 1721) and N-bromosuccinimide (0.287 g) in benzene (20 ml) was irradiated under a 500 W halogen lamp for 2 hours. The mixture was diluted with ethyl acetate, washed with water and dried (MgSO4). The residue was evaporated and purified by chromatography eluting with 50% ethyl acetate in isohexane. Yield 0.29 g. Starting materials: Intermediate 137, C1=C(C=CC2=CC=CC=C12)CN (2-naphthalenemethanamine), C(CCC)=O (butyraldehyde). Product: C1=C(C=CC2=CC=CC=C12)CNCCCC (N-(Naphthalen-2-ylmethyl)butan-1-amine). The yield is 14.7%. As a reaction SMILES: [CH:1]1[C:10]2[C:5](=[CH:6][CH:7]=[CH:8][CH:9]=2)[CH:4]=[CH:3][C:2]=1[CH2:11][NH2:12].[CH:13](=O)[CH2:14][CH2:15][CH3:16]>>[CH:1]1[C:10]2[C:5](=[CH:6][CH:7]=[CH:8][CH:9]=2)[CH:4]=[CH:3][C:2]=1[CH2:11][NH:12][CH2:13][CH2:14][CH2:15][CH3:16]. Procedure details: Following a procedure analogous to that for the synthesis of Intermediate 137, 2-naphthalenemethanamine (500 mg, 3.18 mmol) and butyraldehyde (315 μL, 3.50 mmol) were converted to the title compound (100 mg, 15%). 1H NMR (CDCl3) δ 7.87-7.78 (m, 4H), 7.78-7.69 (br s, 1H), 7.56 (dd, J=8.4, 1.5 Hz, 1H), 7.52-7.43 (m, 2H), 4.06 (s, 2H), 2.78-2.69 (m, 2H), 1.65 (dt, J=15.4, 7.6 Hz, 2H), 1.38-1.23 (m, 2H), 0.88 (t, J=7.4 Hz, 3H); MS(ESI+) m/z 214.1 (M+H)+.